describe an organic reaction: reactants, conditions, products, and yield From a dataset of the Open Reaction Database (ORD), a public repository of structured organic reaction records. Reactants: C1(O)=CC(O)=CC=C1 (resorcinol), OCC1=CC(=CC(=C1O)CO)C (2,6-bis(hydroxymethyl)-p-cresol), O.C1(=CC=C(C=C1)S(=O)(=O)O)C (p-toluenesulfonic acid monohydrate), CO (methanol), CO (methanol). Conditions: temperature 86 celsius, time 1 hour. Product: OC1=C(CC2=CC(=CC(=C2O)CC2=C(C=C(C=C2)O)O)C)C=CC(=C1)O (2,6-bis(2,4-dihydroxybenzyl)-p-cresol). Reaction SMILES: [C:1]1([CH:8]=[CH:7][CH:6]=[C:4]([OH:5])[CH:3]=1)[OH:2].O[CH2:10][C:11]1[C:16]([OH:17])=[C:15]([CH2:18]O)[CH:14]=[C:13]([CH3:20])[CH:12]=1.[OH2:21].[C:22]1(C)[CH:27]=[CH:26][C:25](S(O)(=O)=O)=[CH:24][CH:23]=1.C[OH:34]>>[OH:2][C:1]1[CH:3]=[C:4]([OH:5])[CH:6]=[CH:7][C:8]=1[CH2:10][C:11]1[C:16]([OH:17])=[C:15]([CH2:18][C:22]2[CH:27]=[CH:26][C:25]([OH:21])=[CH:24][C:23]=2[OH:34])[CH:14]=[C:13]([CH3:20])[CH:12]=1 |f:2.3|. Reported procedure: To a 5 L 3-necked flask equipped with a reflux condenser was added 2.1 L of methanol, 754 g of resorcinol, 215 g of 2,6-bis(hydroxymethyl)-p-cresol and 4.38 g of p-toluenesulfonic acid monohydrate. The solution was then heated to and kept at reflux for 20 hours. A distillation head was added to the flask and 1.1 L of methanol removed by distillation over a one hour period. The reaction mixture was then slowly added over a 30 minute period using an addition funnel into 20 L of de-mineralized wate... Starting materials: ClC1=CC=C(C=C1)C1(CCN(CC1)C(=O)OC(C)(C)C)CO (tert-butyl 4-(4-chlorophenyl)-4-hydroxymethylpiperidine-1-carboxylate), [H-].[Na+] (sodium hydride), CI (methyl iodide). Solvent: CN(C=O)C (dimethylformamide). Conditions: time 30 minute. Product: ClC1=CC=C(C=C1)C1(CCN(CC1)C(=O)OC(C)(C)C)COC (tert-butyl 4-(4-chlorophenyl)-4-methoxymethylpiperidine-1-carboxylate). Reaction SMILES: [Cl:1][C:2]1[CH:7]=[CH:6][C:5]([C:8]2([CH2:21][OH:22])[CH2:13][CH2:12][N:11]([C:14]([O:16][C:17]([CH3:20])([CH3:19])[CH3:18])=[O:15])[CH2:10][CH2:9]2)=[CH:4][CH:3]=1.[H-].[Na+].[CH3:25]I>CN(C)C=O>[Cl:1][C:2]1[CH:3]=[CH:4][C:5]([C:8]2([CH2:21][O:22][CH3:25])[CH2:9][CH2:10][N:11]([C:14]([O:16][C:17]([CH3:18])([CH3:19])[CH3:20])=[O:15])[CH2:12][CH2:13]2)=[CH:6][CH:7]=1 |f:1.2|. Procedure: 440 mg tert-butyl 4-(4-chlorophenyl)-4-hydroxymethylpiperidine-1-carboxylate are placed in 2.5 ml dimethylformamide and 92 mg sodium hydride (60% in mineral oil) are added. The reaction mixture is stirred for 30 min at ambient temperature, then 95 μl methyl iodide are added. After 1 h the reaction mixture is poured onto ice and the product is extracted with diethyl ether. 370 mg product are obtained as an oil. Reactants: CC(C)(C)OC(=O)C(C)(C)Br, O=Cc1cc(Cl)ccc1O, [K+], [K+], O=C([O-])[O-], CN(C)C=O. Product: CC(C)(C)OC(=O)C(C)(C)Oc1ccc(Cl)cc1C=O. As a reaction SMILES: [C:11]([CH3:12])([CH3:13])([CH3:14])[O:15][C:16]([C:17]([CH3:18])([CH3:19])[Br:20])=[O:21].[Cl:1][c:2]1[cH:3][cH:4][c:5]([OH:10])[c:6]([CH:7]=[O:8])[cH:9]1.[K+:22].[K+:23].[O-:24][C:25]([O-:26])=[O:27].[O:28]=[CH:29][N:30]([CH3:31])[CH3:32]>>[Cl:1][c:2]1[cH:3][cH:4][c:5]([O:10][C:17]([C:16]([O:15][C:11]([CH3:12])([CH3:13])[CH3:14])=[O:21])([CH3:18])[CH3:19])[c:6]([CH:7]=[O:8])[cH:9]1. Starting materials: FC(C(CC(=O)OCC)=O)(F)F (ethyl trifluoroacetoacetate), C(C)(=O)O (acetic acid), CN(C)C=O (DMF). The solvent is O (water). Conditions: time 2 hour. Yields the product FC(C(=O)C(C(=O)OCC)=CN(C)C)(F)F (ethyl 2-trifluoroacetyl-3-(N,N-dimethylamino)-2-propenoate). Reaction SMILES: [F:1][C:2]([F:12])([F:11])[C:3](=[O:10])[CH2:4][C:5]([O:7][CH2:8][CH3:9])=[O:6].C(O)(=O)C.[CH3:17][N:18]([CH:20]=O)[CH3:19]>O>[F:1][C:2]([F:11])([F:12])[C:3]([C:4](=[CH:17][N:18]([CH3:20])[CH3:19])[C:5]([O:7][CH2:8][CH3:9])=[O:6])=[O:10]. Procedure: To a stirred mixture of ethyl trifluoroacetoacetate (4.6 g, 0.025 mol) and acetic acid (3.0 g, 0.05 mol) at room temperature, DMF diusopropyl acetal (8.75 g, 0.05 mol) was added dropwise at a rate which maintained the reaction temperature below 35° C. After stirring the mixture at ambient temperature for 2 hours to complete the reaction (TLC), it was poured into water and extracted with ether. The ether extract was washed with water, brine solution, then dried (MgSO4), and concentrated. The resi...